Task: describe an organic reaction: reactants, conditions, products, and yield. Dataset: the Open Reaction Database (ORD), a public repository of structured organic reaction records Starting materials: [H-].C(C(C)C)[Al+]CC(C)C (diisobutylaluminum hydride), CCCCCCC (heptane), BrC1=CC=C2C(C=COC2=C1)=O (7-bromo-4H-chromen-4-one). Run in O1CCCC1 (tetrahydrofuran). The product is BrC1=CC=C2C(CCOC2=C1)=O (7-bromochroman-4-one). The yield is 78.5%. Reaction SMILES: [H-].C([Al+]CC(C)C)C(C)C.CCCCCCC.[Br:18][C:19]1[CH:28]=[C:27]2[C:22]([C:23](=[O:29])[CH:24]=[CH:25][O:26]2)=[CH:21][CH:20]=1>O1CCCC1>[Br:18][C:19]1[CH:28]=[C:27]2[C:22]([C:23](=[O:29])[CH2:24][CH2:25][O:26]2)=[CH:21][CH:20]=1 |f:0.1|. Procedure details: A solution of diisobutylaluminum hydride in heptane (1.0 M, 60 mL, 60.0 mmol) was added dropwise to a solution of 7-bromo-4H-chromen-4-one (4.5 g, 20.0 mmol) in tetrahydrofuran at −78° C. under an atmosphere of argon over a period of 30 minutes. After 30 minutes the reaction was quenched with a mixture of silica gel (10 g), and water (10 mL). The mixture was allowed to warm to room temperature and was filter through celite and the tetrahydrofuran was removed under reduced pressure. The residue w... Starting materials: C(CC)C1=CC=C(C=C1)C1=CC(=C(C=C1)B(O)O)F (4′-propyl-3-fluoro-4-biphenylboronic acid), BrC1=CC=C(S1)C=O (5-bromothiophene-2-carbaldehyde). Yields the product FC=1C=C(C=CC1C1=CC=C(S1)C=O)C1=CC=C(C=C1)CCC (5-(3-Fluoro-4′-propylbiphenyl-4-yl)thiophene-2-carbaldehyde). As a reaction SMILES: [CH2:1]([C:4]1[CH:9]=[CH:8][C:7]([C:10]2[CH:15]=[CH:14][C:13](B(O)O)=[C:12]([F:19])[CH:11]=2)=[CH:6][CH:5]=1)[CH2:2][CH3:3].Br[C:21]1[S:25][C:24]([CH:26]=[O:27])=[CH:23][CH:22]=1>>[F:19][C:12]1[CH:11]=[C:10]([C:7]2[CH:8]=[CH:9][C:4]([CH2:1][CH2:2][CH3:3])=[CH:5][CH:6]=2)[CH:15]=[CH:14][C:13]=1[C:21]1[S:25][C:24]([CH:26]=[O:27])=[CH:23][CH:22]=1. Procedure details: 5-(3-Fluoro-4′-propylbiphenyl-4-yl)thiophene-2-carbaldehyde is prepared analogously to Example 3 by Suzuki coupling of 4′-propyl-3-fluoro-4-biphenylboronic acid to 5-bromothiophene-2-carbaldehyde. The reactants are [Cl-].[NH4+] (ammonium chloride), 10, [OH-].[Na+] (sodium hydroxide), ClC1=C2C3=CC(CCC3(CC2=CC(=C1Cl)CC#N)CCC)=O ((5,6-Dichloro-2,3,9,9a-tetrahydro-3-oxo-9a-propyl-1H-fluoren-7-yl)-acetonitrile), Cl (hydrogen chloride), C(C)O (ethanol). Solvent: O (water), C(Cl)(Cl)Cl (chloroform). Reaction conditions: time 16 hour. Yields the product Cl.ClC1=C2C3=CC(CCC3(CC2=CC(=C1Cl)CC(N)=N)CCC)=O ((5,6-Dichloro-2,3,9,9a-tetrahydro-3-oxo-9a-propyl-1H-fluoren-7-yl)ethanimidamide hydrochloride). As a reaction SMILES: [Cl:1][C:2]1[C:14]([Cl:15])=[C:13]([CH2:16][C:17]#[N:18])[CH:12]=[C:11]2[C:3]=1[C:4]1[C:9]([CH2:19][CH2:20][CH3:21])([CH2:10]2)[CH2:8][CH2:7][C:6](=[O:22])[CH:5]=1.C(O)C.Cl.[OH-].[Na+].[Cl-].[NH4+:30]>C(Cl)(Cl)Cl.O>[ClH:1].[Cl:1][C:2]1[C:14]([Cl:15])=[C:13]([CH2:16][C:17](=[NH:30])[NH2:18])[CH:12]=[C:11]2[C:3]=1[C:4]1[C:9]([CH2:19][CH2:20][CH3:21])([CH2:10]2)[CH2:8][CH2:7][C:6](=[O:22])[CH:5]=1 |f:3.4,5.6,9.10|. Procedure details: (5,6-Dichloro-2,3,9,9a-tetrahydro-3-oxo-9a-propyl-1H-fluoren-7-yl)-acetonitrile (3.34 g, 10 mMole) is dissolved in chloroform (40 ml) and ethanol (650 mg, 10.9 mMole) and the mixture cooled to 0° C. The mixture is stirred and saturated with hydrogen chloride gas. After standing for 16 hours, the mixture is basified by the dropwise addition of 10 normal sodium hydroxide. The resultant chloroform solution of the imino ester free base is washed with water, dried over K2CO3 and the chloroform remove... The reactants are C(C1=CC=CC=C1)(=O)N1CCN(CC1)CCCCNC(=O)C1=CC2=CN=C3C=CC=C(S1)N32 (N-[4-(4-benzoylpiperazin-1-yl)butan-1-yl]-5-thia-1,8b-diazaacenaphthylene-4-carboxamide), Cl (hydrochloric acid). Solvent: C(C)O (ethanol). Yields the product Cl.Cl.C(C1=CC=CC=C1)(=O)N1CCN(CC1)CCCCNC(=O)C1=CC2=CN=C3C=CC=C(S1)N32 (N-[4-(4-benzoylpiperazin-1-yl)butan-1-yl]-5-thia-1,8b-diazaacenaphthylene-4-carboxamide dihydrochloride). RXN SMILES: [C:1]([N:9]1[CH2:14][CH2:13][N:12]([CH2:15][CH2:16][CH2:17][CH2:18][NH:19][C:20]([C:22]2[S:32][C:31]3[N:33]4[C:24](=[CH:25][N:26]=[C:27]4[CH:28]=[CH:29][CH:30]=3)[CH:23]=2)=[O:21])[CH2:11][CH2:10]1)(=[O:8])[C:2]1[CH:7]=[CH:6][CH:5]=[CH:4][CH:3]=1.[ClH:34]>C(O)C>[ClH:34].[ClH:34].[C:1]([N:9]1[CH2:14][CH2:13][N:12]([CH2:15][CH2:16][CH2:17][CH2:18][NH:19][C:20]([C:22]2[S:32][C:31]3[N:33]4[C:24](=[CH:25][N:26]=[C:27]4[CH:28]=[CH:29][CH:30]=3)[CH:23]=2)=[O:21])[CH2:11][CH2:10]1)(=[O:8])[C:2]1[CH:3]=[CH:4][CH:5]=[CH:6][CH:7]=1 |f:3.4.5|. Procedure: To a solution of 1.16 g (2.51 mmol.) of N-[4-(4-benzoylpiperazin-1-yl)butan-1-yl]-5-thia-1,8b-diazaacenaphthylene-4-carboxamide in ethanol was added, at room temperature, 1 ml (12 mmol.) of 12N hydrochloric acid. The mixture was stirred for several minutes. The resulting crystals were collected by filtration and washed with ethanol and diethyl ether to give the object compound as orange crystals. The yield was 0.918 g (69%).